Dataset: the Open Reaction Database (ORD), a public repository of structured organic reaction records. Task: describe an organic reaction: reactants, conditions, products, and yield Starting materials: CCOC(C)=O, CC(C)=O, CC(C)O, CC1(C)CCC(C)(C)C1C=O, O. The product is CC1(C)CCC(C)(C)C1C(=O)O. RXN SMILES: [CH3:13][CH2:14][O:15][C:16](=[O:17])[CH3:18].[CH3:23][C:24](=[O:25])[CH3:26].[CH:19]([OH:20])([CH3:21])[CH3:22].[CH:1](=[O:2])[CH:3]1[C:4]([CH3:10])([CH3:11])[CH2:5][CH2:6][C:7]1([CH3:8])[CH3:9].[OH2:12]>>[C:1](=[O:2])([CH:3]1[C:4]([CH3:10])([CH3:11])[CH2:5][CH2:6][C:7]1([CH3:8])[CH3:9])[OH:15]. Procedure: To a solution of 500 mg of 4-[1-(2-Chloro-pyridin-4-yl)-1H-[1,2,4]triazol-3-ylamino]-benzoic acid ethyl ester (1.45 mMol, 1 equiv) in 10 mL of NMP was added 400 mg of cis-3,5 dimethyl piperazine (3.50 mMol, 2.41 equiv). The stirred solution was heated to 250° C. via microwave irradiation for 15 min. The crude product was precipitated by pouring into 100 mL of water and isolated by filtration. The crude product was then redissolved in 10 mL of CH2Cl2 and 2 mL of DMF. To the stirred solution was a... Product: C(C)OC(C1=CC=C(C=C1)NC1=NN(C=N1)C1=CC(=NC=C1)N1CC(N(C(C1)C)C(C)=O)C)=O (4-{1-[2-(4-Acetyl-3,5-dimethyl-piperazin-1-yl)-pyridin-4-yl]-1H-[1,2,4]triazol-3-ylamino}-benzoic acid ethyl ester). Run at temperature 250 celsius, time 3 hour. Isolated yield 44.0%. Run in C(Cl)Cl (CH2Cl2), CN(C)C=O (DMF), CN1CCCC1=O (NMP). The reactants are crude product, CCN(C(C)C)C(C)C (Hunig's base), C(C)(=O)OC(C)=O (acetic anhydride), C(C)OC(C1=CC=C(C=C1)NC1=NN(C=N1)C1=CC(=NC=C1)Cl)=O (4-[1-(2-Chloro-pyridin-4-yl)-1H-[1,2,4]triazol-3-ylamino]-benzoic acid ethyl ester), C[C@@H]1CNC[C@@H](N1)C (cis-3,5 dimethyl piperazine). RXN SMILES: [CH2:1]([O:3][C:4](=[O:24])[C:5]1[CH:10]=[CH:9][C:8]([NH:11][C:12]2[N:16]=[CH:15][N:14]([C:17]3[CH:22]=[CH:21][N:20]=[C:19](Cl)[CH:18]=3)[N:13]=2)=[CH:7][CH:6]=1)[CH3:2].[CH3:25][C@H:26]1[NH:31][C@@H:30]([CH3:32])[CH2:29][NH:28][CH2:27]1.CCN(C(C)C)C(C)C.[C:42](OC(=O)C)(=[O:44])[CH3:43]>CN1C(=O)CCC1.C(Cl)Cl.CN(C=O)C>[CH2:1]([O:3][C:4](=[O:24])[C:5]1[CH:10]=[CH:9][C:8]([NH:11][C:12]2[N:16]=[CH:15][N:14]([C:17]3[CH:22]=[CH:21][N:20]=[C:19]([N:28]4[CH2:29][CH:30]([CH3:32])[N:31]([C:42](=[O:44])[CH3:43])[CH:26]([CH3:25])[CH2:27]4)[CH:18]=3)[N:13]=2)=[CH:7][CH:6]=1)[CH3:2]. The product is BrCc1ccccc1OCc1ccccc1. Reactants: OCc1ccccc1OCc1ccccc1, CCOCC, BrP(Br)Br. Reaction SMILES: [CH2:1]([c:2]1[cH:3][cH:4][cH:5][cH:6][cH:7]1)[O:8][c:9]1[c:10]([CH2:11][OH:12])[cH:13][cH:14][cH:15][cH:16]1.[CH3:21][CH2:22][O:23][CH2:24][CH3:25].[P:17]([Br:18])([Br:19])[Br:20]>>[CH2:1]([c:2]1[cH:3][cH:4][cH:5][cH:6][cH:7]1)[O:8][c:9]1[c:10]([CH2:11][Br:18])[cH:13][cH:14][cH:15][cH:16]1. Solvent: CO (methanol). Starting materials: C(CCCCCCC)N(C)C (octyl dimethylamine), O=P12OP3(=O)OP(=O)(O1)OP(=O)(O2)O3 (phosphoric anhydride), C(CCCCCCC)O (octyl alcohol), CCl (methyl chloride), mono and dioctyl phosphate, C[O-].[Na+].CO (sodium methylate methanol). Reagents/catalysts: [Cl-].C(CCCCCCC)[N+](C)(C)C (octyltrimethyl ammonium chloride). Reported procedure: One mol of phosphoric anhydride was added to three mols of octyl alcohol over a period of one hour at 60°-70° C. while stirring. They were allowed to react which each other at 70° C. for three hours and a mixture of mono and dioctyl phosphate was obtained. Separately, 0.5 mol of octyl dimethylamine and 200 ml of methanol were set inside an autoclave and after the interior gas was replaced by nitrogen, 0.5 molar equivalent of methyl chloride was introduced for a reaction at 60°-70° C. for three h... Product: C[O-].C(CCCCCCC)[N+](C)(C)C (octyltrimethyl ammonium methoxide). As a reaction SMILES: O=P12OP3(OP(OP(O3)(O1)=O)(=O)O2)=O.[CH2:15]([OH:23])[CH2:16][CH2:17][CH2:18][CH2:19][CH2:20][CH2:21][CH3:22].[CH2:24]([N:32]([CH3:34])[CH3:33])CCCCCCC.CCl.C[O-].[Na+].CO>[Cl-].C([N+](C)(C)C)CCCCCCC.CO>[CH3:15][O-:23].[CH2:15]([N+:32]([CH3:34])([CH3:33])[CH3:24])[CH2:16][CH2:17][CH2:18][CH2:19][CH2:20][CH2:21][CH3:22] |f:4.5.6,7.8,10.11|.